From a dataset of the Open Reaction Database (ORD), a public repository of structured organic reaction records. describe an organic reaction: reactants, conditions, products, and yield The reactants are O=C1OC(=O)c2ccccc21, Cc1ccccc1, COc1cc(N)c(Cl)cc1C(=O)NC1CCN(CCCN)CC1OC, O. The product is COc1cc(N)c(Cl)cc1C(=O)NC1CCN(CCCN2C(=O)c3ccccc3C2=O)CC1OC. RXN SMILES: [C:1]1(=[O:11])[O:2][C:3](=[O:10])[c:4]2[cH:5][cH:6][cH:7][cH:8][c:9]21.[CH3:37][c:38]1[cH:39][cH:40][cH:41][cH:42][cH:43]1.[NH2:12][c:13]1[cH:14][c:15]([O:35][CH3:36])[c:16]([C:17](=[O:18])[NH:19][CH:20]2[CH:21]([O:30][CH3:31])[CH2:22][N:23]([CH2:26][CH2:27][CH2:28][NH2:29])[CH2:24][CH2:25]2)[cH:32][c:33]1[Cl:34].[OH2:44]>>[C:1]1(=[O:11])[c:9]2[c:4]([cH:5][cH:6][cH:7][cH:8]2)[C:3](=[O:10])[N:29]1[CH2:28][CH2:27][CH2:26][N:23]1[CH2:22][CH:21]([O:30][CH3:31])[CH:20]([NH:19][C:17]([c:16]2[c:15]([O:35][CH3:36])[cH:14][c:13]([NH2:12])[c:33]([Cl:34])[cH:32]2)=[O:18])[CH2:25][CH2:24]1.